This data is from the Open Reaction Database (ORD), a public repository of structured organic reaction records. The task is: describe an organic reaction: reactants, conditions, products, and yield Starting materials: CCOC(C#N)OCC, CO, C[O-], [Na+]. Product: CCOC(OCC)C(=N)OC. As a reaction SMILES: [CH2:4]([CH3:5])[O:6][CH:7]([C:8]#[N:9])[O:10][CH2:11][CH3:12].[CH3:13][OH:14].[CH3:1][O-:2].[Na+:3]>>[CH3:1][O:2][C:8]([CH:7]([O:6][CH2:4][CH3:5])[O:10][CH2:11][CH3:12])=[NH:9]. Yields the product C(C)OC(CCCN1C2=NC=NC(=C2N=C1)NC[C@@H](C(=O)OC(C)(C)C)NC(=O)OCC1=CC=CC=C1)=O (4-[6-((2S)-2-Benzyloxycarbonylamino-2-tert-butoxycarbonyl-ethylamino)-purin-9-yl]-butyric acid ethyl ester). Run at temperature 80 celsius, time 2 day. Reported procedure: 1 g (3.72 mmol) of 4-(6-chloro-purin-9-yl)-butyric acid ethyl ester was dissolved in dimethylformamide (3 ml) and 2.6 ml (14.9 mmol) of N,N-diisopropylethylamine was added. 1.09 g (3.72 mmol) of (2S)-3-amino-2-benzyloxycarbonylamino-propionic acid tert-butyl ester and dimethylformamide (2 ml) were added. The reaction was stirred at 80° C. for 2 days. The solvent was removed in vacuo, the residue was dissolved in dichloromethane and the solution was washed three times with 10% aqueous citric acid... Starting materials: C(C)(C)N(C(C)C)CC (N,N-diisopropylethylamine), C(C)OC(CCCN1C2=NC=NC(=C2N=C1)Cl)=O (4-(6-chloro-purin-9-yl)-butyric acid ethyl ester), C(C)(C)(C)OC([C@H](CN)NC(=O)OCC1=CC=CC=C1)=O ((2S)-3-amino-2-benzyloxycarbonylamino-propionic acid tert-butyl ester). Solvent: CN(C=O)C (dimethylformamide), CN(C=O)C (dimethylformamide). As a reaction SMILES: [CH2:1]([O:3][C:4](=[O:18])[CH2:5][CH2:6][CH2:7][N:8]1[CH:16]=[N:15][C:14]2[C:9]1=[N:10][CH:11]=[N:12][C:13]=2Cl)[CH3:2].C(N(CC)C(C)C)(C)C.[C:28]([O:32][C:33](=[O:48])[C@@H:34]([NH:37][C:38]([O:40][CH2:41][C:42]1[CH:47]=[CH:46][CH:45]=[CH:44][CH:43]=1)=[O:39])[CH2:35][NH2:36])([CH3:31])([CH3:30])[CH3:29]>CN(C)C=O>[CH2:1]([O:3][C:4](=[O:18])[CH2:5][CH2:6][CH2:7][N:8]1[CH:16]=[N:15][C:14]2[C:9]1=[N:10][CH:11]=[N:12][C:13]=2[NH:36][CH2:35][C@H:34]([NH:37][C:38]([O:40][CH2:41][C:42]1[CH:43]=[CH:44][CH:45]=[CH:46][CH:47]=1)=[O:39])[C:33]([O:32][C:28]([CH3:30])([CH3:31])[CH3:29])=[O:48])[CH3:2]. Product: NC1=NC(=C(C(=N1)C=1OC=CC1)C#N)OCC1=NC2=CC=CC=C2C=C1 (2-amino-4-furan-2-yl-6-(quinolin-2-ylmethoxy)-pyrimidine-5-carbonitrile). Procedure: To a stirred solution of 400 mg (1.98 mmol) 2-amino-4-furan-2-yl-6-oxo-1,6-dihydro-pyrimidine-5-carbonitrile in 15 ml DMF were added 1.93 g (5.94 mmol) cesium carbonate and 847 mg (3.96 mmol) 2-(chloromethyl)quinoline hydrochloride and stirring continued for 16 h ours at 100° C. The reaction mixture was then concentrated in vacuo and the residue partitioned between ethyl acetate and water. The organic phase was dried over sodium sulfate and concentrated in vacuo. The residue was triturated in et... Run at time 16 hour. Reaction SMILES: [NH2:1][C:2]1[NH:3][C:4](=[O:15])[C:5]([C:13]#[N:14])=[C:6]([C:8]2[O:9][CH:10]=[CH:11][CH:12]=2)[N:7]=1.C(=O)([O-])[O-].[Cs+].[Cs+].Cl.Cl[CH2:24][C:25]1[CH:34]=[CH:33][C:32]2[C:27](=[CH:28][CH:29]=[CH:30][CH:31]=2)[N:26]=1>CN(C=O)C>[NH2:1][C:2]1[N:7]=[C:6]([C:8]2[O:9][CH:10]=[CH:11][CH:12]=2)[C:5]([C:13]#[N:14])=[C:4]([O:15][CH2:24][C:25]2[CH:34]=[CH:33][C:32]3[C:27](=[CH:28][CH:29]=[CH:30][CH:31]=3)[N:26]=2)[N:3]=1 |f:1.2.3,4.5|. Starting materials: NC=1NC(C(=C(N1)C=1OC=CC1)C#N)=O (2-amino-4-furan-2-yl-6-oxo-1,6-dihydro-pyrimidine-5-carbonitrile), C([O-])([O-])=O.[Cs+].[Cs+] (cesium carbonate), Cl.ClCC1=NC2=CC=CC=C2C=C1 (2-(chloromethyl)quinoline hydrochloride). The solvent is CN(C)C=O (DMF). Yield: 16.2%. Reactants: OC1=C(C2=CC=CC=C2CC1)C(=O)OC (Methyl 3,4-dihydro-2-hydroxy-1-naphthoate), CNC(=N)N (methylguanidine), NC(=N)N (guanidine). Yields the product CNC1=NC=2CCC3=C(C2C(N1)=O)C=CC=C3 (5,6-dihydro-3-(methylamino)benzo[f]quinazolin-1(2H)-one). As a reaction SMILES: O[C:2]1[CH2:11][CH2:10][C:9]2[C:4](=[CH:5][CH:6]=[CH:7][CH:8]=2)[C:3]=1[C:12]([O:14]C)=O.[CH3:16][NH:17][C:18]([NH2:20])=[NH:19].NC(N)=N>>[CH3:16][NH:17][C:18]1[NH:20][C:12](=[O:14])[C:3]2[C:4]3[CH:5]=[CH:6][CH:7]=[CH:8][C:9]=3[CH2:10][CH2:11][C:2]=2[N:19]=1. Procedure details: Methyl 3,4-dihydro-2-hydroxy-1-naphthoate was reacted with methylguanidine in the same manner as for the analogous reaction using guanidine (example 1) to obtain 5,6-dihydro-3-(methylamino)benzo[f]quinazolin-1(2H)-one. 1H NMR(DMSO-d6, 200 MHz) δ: 2.52-2.64(m, 2H, CH2), 2.68-2.82(m, 2H, CH2), 2.81(d, J=5 Hz, 3H, NCH3), 6.54(br s, 1H, C3NH), 7.02 (ddd, J=8, 8, 2 Hz, 1H, Ar), 7.07-7.18(m, 2H, Ar), 8.42(dd, J=8,2 Hz, 1H, Ar), 10.98(br s, 1H, N2H).